From a dataset of the Open Reaction Database (ORD), a public repository of structured organic reaction records. describe an organic reaction: reactants, conditions, products, and yield Starting materials: CCO, FC(F)(F)c1cnc(Cl)c(Cl)c1, [Na+], O, O=S([O-])O. Yields the product [Na+], O=S(=O)([O-])c1ncc(C(F)(F)F)cc1Cl. Reaction SMILES: [CH3:18][CH2:19][OH:20].[Cl:1][c:2]1[n:3][cH:4][c:5]([C:9]([F:10])([F:11])[F:12])[cH:6][c:7]1[Cl:8].[Na+:17].[OH2:21].[S:13](=[O:14])([OH:15])[O-:16]>>[Na+:17].[c:2]1([S:13](=[O:14])(=[O:15])[O-:16])[n:3][cH:4][c:5]([C:9]([F:10])([F:11])[F:12])[cH:6][c:7]1[Cl:8]. Starting materials: C1(=CC=CC=C1)C1=CC=C2CC(NC2=C1)=O (6-Phenyl-1,3-dihydroindol-2-one), C(C)N(CCN(C(=O)C=1NC(=CC1)C=O)C)CC (5-formyl-1H-pyrrole-2-carboxylic acid (2-diethylaminoethyl)methylamide). Product: C(C)N(CCN(C(=O)C=1NC(=CC1)C=C1C(NC2=CC(=CC=C12)C1=CC=CC=C1)=O)C)CC (5-(2-Oxo-6-phenyl-1,2-dihydroindol-3-ylidenemethyl)-1H-pyrrole-2-carboxylic acid (2-diethylaminoethyl)methylamide). Isolated yield 63.0%. RXN SMILES: [C:1]1([C:7]2[CH:15]=[C:14]3[C:10]([CH2:11][C:12](=[O:16])[NH:13]3)=[CH:9][CH:8]=2)[CH:6]=[CH:5][CH:4]=[CH:3][CH:2]=1.[CH2:17]([N:19]([CH2:33][CH3:34])[CH2:20][CH2:21][N:22]([CH3:32])[C:23]([C:25]1[NH:26][C:27]([CH:30]=O)=[CH:28][CH:29]=1)=[O:24])[CH3:18]>>[CH2:33]([N:19]([CH2:17][CH3:18])[CH2:20][CH2:21][N:22]([CH3:32])[C:23]([C:25]1[NH:26][C:27]([CH:30]=[C:11]2[C:10]3[C:14](=[CH:15][C:7]([C:1]4[CH:2]=[CH:3][CH:4]=[CH:5][CH:6]=4)=[CH:8][CH:9]=3)[NH:13][C:12]2=[O:16])=[CH:28][CH:29]=1)=[O:24])[CH3:34]. Reported procedure: 6-Phenyl-1,3-dihydroindol-2-one (209 mg, 1 mmol) was condensed with 5-formyl-1H-pyrrole-2-carboxylic acid (2-diethylaminoethyl)methylamide to give 277 mg (63%) of the title compound. Starting materials: O1CCN(CC1)C1=CC2=C(OCCN2)C=C1 (6-morpholino-3,4-dihydro-2H-benzo-[b][1,4]oxazine), ClC1=C(C(=NC2=NC=CC=C12)C1=NC=CC=C1)C (4-chloro-3-methyl-2-(pyridin-2-yl)-1,8-naphthyridine). The reagents and catalysts are CC(C)C1=CC(=C(C(=C1)C(C)C)C2=CC=CC=C2P(C3CCCCC3)C4CCCCC4)C(C)C.C1=CC=C([C-]=C1)CCN.Cl[Pd+] (XPhos precatalyst). Run in C1(=CC=CC=C1)C (toluene). Product: CC=1C(=NC2=NC=CC=C2C1N1CCOC2=C1C=C(C=C2)N2CCOCC2)C2=NC=CC=C2 (4-(3-methyl-2-(2-pyridinyl)-1,8-naphthyridin-4-yl)-6-(4-morpholinyl)-3,4-dihydro-2H-1,4-benzoxazine). Reaction SMILES: [O:1]1[CH2:6][CH2:5][N:4]([C:7]2[CH:16]=[CH:15][C:10]3[O:11][CH2:12][CH2:13][NH:14][C:9]=3[CH:8]=2)[CH2:3][CH2:2]1.Cl[C:18]1[C:27]2[C:22](=[N:23][CH:24]=[CH:25][CH:26]=2)[N:21]=[C:20]([C:28]2[CH:33]=[CH:32][CH:31]=[CH:30][N:29]=2)[C:19]=1[CH3:34]>CC(C1C=C(C(C)C)C(C2C(P(C3CCCCC3)C3CCCCC3)=CC=CC=2)=C(C(C)C)C=1)C.C1C=[C-]C(CCN)=CC=1.Cl[Pd+].C1(C)C=CC=CC=1>[CH3:34][C:19]1[C:20]([C:28]2[CH:33]=[CH:32][CH:31]=[CH:30][N:29]=2)=[N:21][C:22]2[C:27]([C:18]=1[N:14]1[C:9]3[CH:8]=[C:7]([N:4]4[CH2:5][CH2:6][O:1][CH2:2][CH2:3]4)[CH:16]=[CH:15][C:10]=3[O:11][CH2:12][CH2:13]1)=[CH:26][CH:25]=[CH:24][N:23]=2 |f:2.3.4|. Reported procedure: Prepared according to procedure Y by using 6-morpholino-3,4-dihydro-2H-benzo-[b][1,4]oxazine (68 mg, 0.31 mmol), 4-chloro-3-methyl-2-(pyridin-2-yl)-1,8-naphthyridine (79 mg, 0.31 mmol), XPhos precatalyst (23 mg, 0.031 mmol) in toluene (5 mL) for 2 h at 100° C. Purification by reverse phase HPLC (10 to 60% acetonitrile in water) gave 4-(3-methyl-2-(2-pyridinyl)-1,8-naphthyridin-4-yl)-6-(4-morpholinyl)-3,4-dihydro-2H-1,4-benzoxazine. 1H NMR (400 MHz, chloroform-d) δ ppm 9.10 (1H, dd, J=4.1, 2.0 Hz...